From a dataset of the Open Reaction Database (ORD), a public repository of structured organic reaction records. describe an organic reaction: reactants, conditions, products, and yield Reactants: O=C([O-])[O-], C=CC(=O)OC(C)(C)C, CC(=O)C1CCCCC1=O, CCOC(C)=O, CC[N+](CC)(CC)Cc1ccccc1, CCCCCC, Cc1ccccc1, [Cl-], [K+], [K+], O. Product: CC(=O)C1(CCC(=O)OC(C)(C)C)CCCCC1=O. As a reaction SMILES: [C:11](=[O:12])([O-:13])[O-:14].[C:17]([CH:18]=[CH2:19])(=[O:20])[O:21][C:22]([CH3:23])([CH3:24])[CH3:25].[C:1]([CH3:2])(=[O:3])[CH:4]1[C:5](=[O:10])[CH2:6][CH2:7][CH2:8][CH2:9]1.[C:26]([O:27][CH2:28][CH3:29])(=[O:30])[CH3:31].[CH2:39]([N+:40]([CH2:41][CH3:42])([CH2:43][CH3:44])[CH2:45][CH3:46])[c:47]1[cH:48][cH:49][cH:50][cH:51][cH:52]1.[CH3:32][CH2:33][CH2:34][CH2:35][CH2:36][CH3:37].[CH3:53][c:54]1[cH:55][cH:56][cH:57][cH:58][cH:59]1.[Cl-:38].[K+:15].[K+:16].[OH2:60]>>[C:1]([CH3:2])(=[O:3])[C:4]1([CH2:19][CH2:18][C:17](=[O:20])[O:21][C:22]([CH3:23])([CH3:24])[CH3:25])[C:5](=[O:10])[CH2:6][CH2:7][CH2:8][CH2:9]1. The reactants are O=C([O-])[O-], O=Cc1ccc(OCc2ccccc2)cc1O, CC(C)=O, CC(C)I, [K+], [K+]. The product is CC(C)Oc1cc(OCc2ccccc2)ccc1C=O. As a reaction SMILES: [C:22](=[O:23])([O-:24])[O-:25].[CH2:1]([c:2]1[cH:3][cH:4][cH:5][cH:6][cH:7]1)[O:8][c:9]1[cH:10][c:11]([OH:17])[c:12]([CH:13]=[O:14])[cH:15][cH:16]1.[CH3:28][C:29](=[O:30])[CH3:31].[I:18][CH:19]([CH3:20])[CH3:21].[K+:26].[K+:27]>>[CH2:1]([c:2]1[cH:3][cH:4][cH:5][cH:6][cH:7]1)[O:8][c:9]1[cH:10][c:11]([O:17][CH:19]([CH3:20])[CH3:21])[c:12]([CH:13]=[O:14])[cH:15][cH:16]1. Reactants: 92, C(C)(=O)N1CCC(CC1)CC(=O)OCC (ethyl 1-acetyl-4-piperidineacetate), [OH-].[Na+] (sodium hydroxide). Solvent: C(C)O (ethanol). Run at time 2 hour. Product: 29, C(C)(=O)N1CCC(CC1)CC(=O)O (1-acetyl-4-piperidineacetic acid). Isolated yield 36.5%. As a reaction SMILES: [C:1]([N:4]1[CH2:9][CH2:8][CH:7]([CH2:10][C:11]([O:13]CC)=[O:12])[CH2:6][CH2:5]1)(=[O:3])[CH3:2].[OH-].[Na+]>C(O)C>[C:1]([N:4]1[CH2:9][CH2:8][CH:7]([CH2:10][C:11]([OH:13])=[O:12])[CH2:6][CH2:5]1)(=[O:3])[CH3:2] |f:1.2|. Procedure details: To a stirred solution of 92 parts of ethyl 1-acetyl-4-piperidineacetate in 200 parts of ethanol are added dropwise (slowly) 65 parts of sodium hydroxide solution 30%. Upon completion, stirring is continued for 2 hours in a warm water-bath. The reaction mixture is poured onto water and the whole is filtered over hyflo. The clear filtrate is concentrated to a third of its volume and the concentrate is acidified with a diluted hydrochloric acid solution. While cooling, the product is allowed to cry... Conditions: temperature 50 celsius. As a reaction SMILES: [Br:1][CH:2]([CH2:14][Br:15])[CH2:3][CH2:4][C:5]1[CH:6]=[CH:7][C:8]([C:11](O)=[O:12])=[N:9][CH:10]=1.S(Cl)(Cl)=O.[NH3:20]>C(Cl)(Cl)Cl>[Br:1][CH:2]([CH2:14][Br:15])[CH2:3][CH2:4][C:5]1[CH:6]=[CH:7][C:8]([C:11]([NH2:20])=[O:12])=[N:9][CH:10]=1. Procedure details: 20 g of 5-(3,4-dibromobutyl)picolinic acid was added to 15 ml of thionyl chloride and resulting solution was kept to warm at 50°C for one-half hour. Reaction mixture was evaporated in reduced pressure and resulting oily residue was dissolved in chloroform 100 ml. Through the solution dry ammonia gas was passed for five minutes with cooling. White precipitate was removed by filtration and washed with chloroform. Filtrate and washings are combined and evaporated in reduced pressure. Resulting soli... The product is BrC(CCC=1C=CC(=NC1)C(=O)N)CBr (5-(3,4-Dibromobutyl)picolinamide). Run in C(Cl)(Cl)Cl (chloroform). Starting materials: BrC(CCC=1C=CC(=NC1)C(=O)O)CBr (5-(3,4-dibromobutyl)picolinic acid), S(=O)(Cl)Cl (thionyl chloride), N (ammonia). Starting materials: CC(=O)C1CCN(C(=O)OC(C)(C)C)CC1, [BH3-]C#N, CC(=O)[O-], CO, [NH4+], [Na+], [Na+], [OH-]. Product: CC(N)C1CCN(C(=O)OC(C)(C)C)CC1. As a reaction SMILES: [C:1]([CH3:2])(=[O:3])[CH:4]1[CH2:5][CH2:6][N:7]([C:10](=[O:11])[O:12][C:13]([CH3:14])([CH3:15])[CH3:16])[CH2:8][CH2:9]1.[C:22](#[N:23])[BH3-:24].[CH3:18][C:19](=[O:20])[O-:21].[CH3:26][OH:27].[NH4+:17].[Na+:25].[Na+:29].[OH-:28]>>[CH:1]([CH3:2])([CH:4]1[CH2:5][CH2:6][N:7]([C:10](=[O:11])[O:12][C:13]([CH3:14])([CH3:15])[CH3:16])[CH2:8][CH2:9]1)[NH2:23]. Reported procedure: To a solution of 0.13 g of 1-(2-(4-aminopiperidin-1-yl)ethyl)-7-methoxy-1,5-naphthyridin-2(1H)-one hydrochloride in 2.6 mL of N,N-dimethylformamide, 75 mg of 5,6,7,8-tetrahydroquinoxaline-2-carbaldehyde, 0.26 mL of acetic acid, 0.21 mL of triethylamine and 98 mg of sodium triacetoxyborohydride were added, and the mixture was stirred at room temperature for 9 hours 40 minutes. Thereto were added water, a saturated aqueous sodium hydrogen carbonate solution, and ethyl acetate, and the reaction mix... The solvent is O (water), CN(C=O)C (N,N-dimethylformamide), C(C)N(CC)CC (triethylamine), C(C)(=O)O (acetic acid), C(C)(=O)OCC (ethyl acetate). Product: Cl.COC1=CN=C2C=CC(N(C2=C1)CCN1CCC(CC1)NCC1=NC=2CCCCC2N=C1)=O (7-methoxy-1-(2-(4-((5,6,7,8-tetrahydroquinoxalin-2-ylmethyl)amino)piperidin-1-yl)ethyl)-1,5-naphthyridin-2(1H)-one hydrochloride). The reactants are Cl.NC1CCN(CC1)CCN1C(C=CC2=NC=C(C=C12)OC)=O (1-(2-(4-aminopiperidin-1-yl)ethyl)-7-methoxy-1,5-naphthyridin-2(1H)-one hydrochloride), N1=C(C=NC=2CCCCC12)C=O (5,6,7,8-tetrahydroquinoxaline-2-carbaldehyde), C(C)(=O)O[BH-](OC(C)=O)OC(C)=O.[Na+] (sodium triacetoxyborohydride), [OH-].[Na+] (sodium hydroxide), C(O)([O-])=O.[Na+] (sodium hydrogen carbonate). Conditions: time 40 minute. As a reaction SMILES: [ClH:1].[NH2:2][CH:3]1[CH2:8][CH2:7][N:6]([CH2:9][CH2:10][N:11]2[C:20]3[C:15](=[N:16][CH:17]=[C:18]([O:21][CH3:22])[CH:19]=3)[CH:14]=[CH:13][C:12]2=[O:23])[CH2:5][CH2:4]1.[N:24]1[C:33]2[CH2:32][CH2:31][CH2:30][CH2:29][C:28]=2[N:27]=[CH:26][C:25]=1[CH:34]=O.C(O[BH-](OC(=O)C)OC(=O)C)(=O)C.[Na+].C(=O)([O-])O.[Na+].[OH-].[Na+]>CN(C)C=O.C(OCC)(=O)C.O.C(N(CC)CC)C.C(O)(=O)C>[ClH:1].[CH3:22][O:21][C:18]1[CH:19]=[C:20]2[C:15]([CH:14]=[CH:13][C:12](=[O:23])[N:11]2[CH2:10][CH2:9][N:6]2[CH2:5][CH2:4][CH:3]([NH:2][CH2:34][C:25]3[CH:26]=[N:27][C:28]4[CH2:29][CH2:30][CH2:31][CH2:32][C:33]=4[N:24]=3)[CH2:8][CH2:7]2)=[N:16][CH:17]=1 |f:0.1,3.4,5.6,7.8,14.15|. Isolated yield 49.4%. Reactants: C(CCCCCCCC)C1(CC2=CC=CC=C2C1)C(=O)Cl (2-n-nonylindane-2-carbonyl chloride), FC1=C(N)C(=CC(=C1)F)F (2,4,6-trifluoroaniline). Reagents/catalysts: CN(C1=CC=NC=C1)C (4-dimethylaminopyridine). Solvent: C(Cl)Cl (methylene chloride). Run at time 44 hour. The product is C(CCCCCCCC)C1(CC2=CC=CC=C2C1)C(=O)NC1=C(C=C(C=C1F)F)F (2-n-Nonyl-N-(2,4,6-trifluorophenyl)indane-2-carboxamide), product. Isolated yield 54.0%. RXN SMILES: [CH2:1]([C:10]1([C:19](Cl)=[O:20])[CH2:18][C:17]2[C:12](=[CH:13][CH:14]=[CH:15][CH:16]=2)[CH2:11]1)[CH2:2][CH2:3][CH2:4][CH2:5][CH2:6][CH2:7][CH2:8][CH3:9].[F:22][C:23]1[CH:29]=[C:28]([F:30])[CH:27]=[C:26]([F:31])[C:24]=1[NH2:25]>CN(C)C1C=CN=CC=1.C(Cl)Cl>[CH2:1]([C:10]1([C:19]([NH:25][C:24]2[C:23]([F:22])=[CH:29][C:28]([F:30])=[CH:27][C:26]=2[F:31])=[O:20])[CH2:18][C:17]2[C:12](=[CH:13][CH:14]=[CH:15][CH:16]=2)[CH2:11]1)[CH2:2][CH2:3][CH2:4][CH2:5][CH2:6][CH2:7][CH2:8][CH3:9]. Procedure details: The title compound was prepared according to the procedure described in Example 65, except that 398 mg (1.3 mmple) 2-n-nonylindane-2-carbonyl chloride, 220 mg (1.5 mmole) 2,4,6-trifluoroaniline, and 187 mg (1.5 mmole) 4-dimethylaminopyridine in 12 ml methylene chloride were stirred at room temperature for 44 hours. There was obtained 290 mg product. 54% yield. IR(CHCl3): 1693 cm-1. 1H NMR: δ0.86 (t, 3H); 1.23 (c, 12H); 1.41 (c, 2H); 1.78 (c, 2H); 3.02 (d, 2H); 3.5 (d, 2H); 6.7 (c, 3H); 7.18 (c, ...